Dataset: the Open Reaction Database (ORD), a public repository of structured organic reaction records. Task: describe an organic reaction: reactants, conditions, products, and yield The reactants are C(C)(C)(C)OC(=O)NC1CCC(CC1)NC1=C2C(=CN=CC2=CC=C1)CC (N-(tert-butoxycarbonyl)-N′-(4-ethyl-5-isoquinolyl)-1,4-cyclohexanediamine), Cl.CO (hydrogen chloride methanol). The product is Cl.C(C)C1=CN=CC2=CC=CC(=C12)NC1CCC(CC1)N (N-(4-ethyl-5-isoquinolyl)-1,4-cyclohexanediamine hydrochloride). RXN SMILES: C(OC([NH:8][CH:9]1[CH2:14][CH2:13][CH:12]([NH:15][C:16]2[CH:25]=[CH:24][CH:23]=[C:22]3[C:17]=2[C:18]([CH2:26][CH3:27])=[CH:19][N:20]=[CH:21]3)[CH2:11][CH2:10]1)=O)(C)(C)C.[ClH:28].CO>>[ClH:28].[CH2:26]([C:18]1[C:17]2[C:22](=[CH:23][CH:24]=[CH:25][C:16]=2[NH:15][CH:12]2[CH2:13][CH2:14][CH:9]([NH2:8])[CH2:10][CH2:11]2)[CH:21]=[N:20][CH:19]=1)[CH3:27] |f:1.2,3.4|. Procedure details: According to the method of Example 1, Step C, deprotection was performed (50° C., 2 hours) by using Intermediate 86 (133 mg) and 10% hydrogen chloride/methanol solution (2 ml). The reaction mixture was cooled to room temperature, and then the solvent was evaporated under reduced pressure. The residue was added with methanol (1 ml) and diethyl ether (3 ml). The deposited precipitates were collected by filtration and washed with diethyl ether to obtain the title compound (80.9 mg). The reactants are NCCN1CCC(CC1)NC1=NC2=C(N1CC1=CC=C(C=C1)F)C=CC=C2 (N-[1-(2-aminoethyl)-4-piperidinyl]-1-(4-fluorophenylmethyl)-1H-benzimidazol-2-amine), C(=S)=S (carbon disulfide), N,N'-methanetetraylbis[cyclohexanamine]. Solvent: O1CCCC1 (tetrahydrofuran), O1CCCC1 (tetrahydrofuran). Run at time 8 hour. Product: FC1=CC=C(C=C1)CN1C(=NC2=C1C=CC=C2)NC2CCN(CC2)CCN=C=S (1-(4-fluorophenylmethyl)-N-[1-(2-isothiocyanatoethyl)-4-piperidinyl]-1H-benzimidazol-2-amine), intermediate 141. Isolated yield 100.0%. Reaction SMILES: [C:1](=[S:3])=S.[NH2:4][CH2:5][CH2:6][N:7]1[CH2:12][CH2:11][CH:10]([NH:13][C:14]2[N:18]([CH2:19][C:20]3[CH:25]=[CH:24][C:23]([F:26])=[CH:22][CH:21]=3)[C:17]3[CH:27]=[CH:28][CH:29]=[CH:30][C:16]=3[N:15]=2)[CH2:9][CH2:8]1>O1CCCC1>[F:26][C:23]1[CH:24]=[CH:25][C:20]([CH2:19][N:18]2[C:17]3[CH:27]=[CH:28][CH:29]=[CH:30][C:16]=3[N:15]=[C:14]2[NH:13][CH:10]2[CH2:11][CH2:12][N:7]([CH2:6][CH2:5][N:4]=[C:1]=[S:3])[CH2:8][CH2:9]2)=[CH:21][CH:22]=1. Procedure details: To a stirred and cooled (below 10° C.) mixture of 5.04 parts of carbon disulfide, 2.06 parts of N,N'-methanetetraylbis[cyclohexanamine] and 45 parts of tetrahydrofuran was added dropwise a solution of 3.7 parts of N-[1-(2-aminoethyl)-4-piperidinyl]-1-(4-fluorophenylmethyl)-1H-benzimidazol-2-amine in tetrahydrofuran. Upon completion, stirring was continued overnight while the mixture was allowed to reach room temperature. The reaction mixture was evaporated. The residue was purified by column-chr... Procedure details: The title compound is prepared as a light brown semisolid following Scheme 2 and in analogy to Example 28 using 3-oxo-3,4-dihydro-2H-pyrido[3,2-b][1,4]oxazine-6-carboxylic acid, trans-4-amino-cyclohexanecarboxylic acid methyl ester and 6-methoxy-[1,5]naphthyridine-3-carboxylic acid as starting materials. Product: O=C1NC2=C(OC1)C=CC(=N2)C(=O)N[C@@H]2CC[C@H](CC2)COC(=O)C=2C=NC1=CC=C(N=C1C2)OC (6-methoxy-[1,5]naphthyridine-3-carboxylic acid trans-4-[(3-oxo-3,4-dihydro-2H-pyrido[3,2-b][1,4]oxazine-6-carbonyl)-amino]-cyclohexylmethyl ester). The reactants are O=C1NC2=C(OC1)C=CC(=N2)C(=O)O (3-oxo-3,4-dihydro-2H-pyrido[3,2-b][1,4]oxazine-6-carboxylic acid), COC(=O)[C@@H]1CC[C@H](CC1)N (trans-4-amino-cyclohexanecarboxylic acid methyl ester), COC=1N=C2C=C(C=NC2=CC1)C(=O)O (6-methoxy-[1,5]naphthyridine-3-carboxylic acid). As a reaction SMILES: [O:1]=[C:2]1[CH2:7][O:6][C:5]2[CH:8]=[CH:9][C:10]([C:12]([OH:14])=O)=[N:11][C:4]=2[NH:3]1.CO[C:17]([C@H:19]1[CH2:24][CH2:23][C@H:22]([NH2:25])[CH2:21][CH2:20]1)=O.[CH3:26][O:27][C:28]1[N:29]=[C:30]2[C:35](=[CH:36][CH:37]=1)[N:34]=[CH:33][C:32]([C:38]([OH:40])=[O:39])=[CH:31]2>>[O:1]=[C:2]1[CH2:7][O:6][C:5]2[CH:8]=[CH:9][C:10]([C:12]([NH:25][C@H:22]3[CH2:23][CH2:24][C@H:19]([CH2:17][O:39][C:38]([C:32]4[CH:33]=[N:34][C:35]5[C:30]([CH:31]=4)=[N:29][C:28]([O:27][CH3:26])=[CH:37][CH:36]=5)=[O:40])[CH2:20][CH2:21]3)=[O:14])=[N:11][C:4]=2[NH:3]1. The reactants are C(OC1=C(C=C(C(=C1)[N+](=O)[O-])Cl)C1CCCC1)(OC)=O (4-chloro-2-cyclopentyl-5-nitrophenyl methyl carbonate), [BH4-].[Na+] (NaBH4). Reagents/catalysts: Cl[Ni]Cl (NiCl2). Run in CO (methanol). Yields the product C(OC1=C(C=C(C(=C1)N)Cl)C1CCCC1)(OC)=O (5-amino-4-chloro-2-cyclopentylphenyl methyl carbonate). The yield is 51.0%. Reaction SMILES: [C:1](=[O:20])([O:18][CH3:19])[O:2][C:3]1[CH:8]=[C:7]([N+:9]([O-])=O)[C:6]([Cl:12])=[CH:5][C:4]=1[CH:13]1[CH2:17][CH2:16][CH2:15][CH2:14]1.[BH4-].[Na+]>CO.Cl[Ni]Cl>[C:1](=[O:20])([O:18][CH3:19])[O:2][C:3]1[CH:8]=[C:7]([NH2:9])[C:6]([Cl:12])=[CH:5][C:4]=1[CH:13]1[CH2:17][CH2:16][CH2:15][CH2:14]1 |f:1.2|. Reported procedure: To a solution of 4-chloro-2-cyclopentyl-5-nitrophenyl methyl carbonate (870 mg, 2.90 mmol) and NiCl2 (376 mg, 2.90 mmol) in methanol (10 mL) at 0° C. was added NaBH4 (330 mg, 8.71 mmol) portion-wise. After 10 min the reaction was quenched with NaHCO3 and diluted with ethyl acetate. The reaction mixture was filtered through a pad of Celite and the layers were separated. The aqueous layer was re-extracted with ethyl acetate (3×100 mL) and the combined organic extracts dried over MgSO4. The solutio... Starting materials: C(C)(=O)OC(C)=O (acetic anhydride), 5-(2-(N-hydroxycarbaminidoyl)-phenoxy)-2-pyridin-2-yl-6-(pyridin-3-yloxy)-1H-benzimidazole, N1=CC=CC=C1 (pyridine), C(#N)C1=C(OC2=CC3=C(NC(=N3)C3=NC=CC=C3)C=C2OC=2C=NC=CC2)C=CC=C1 (5-(2-Cyano-phenoxy)-2-pyridin-2-yl-6-(pyridin-3-yloxy)-1H-benzimidazole). Run at temperature 60 celsius, time 8 hour. The product is N1=CC(=CC=C1)OC1=CC2=C(NC(=N2)C2=NC=CC=C2)C=C1OC1=C(C=CC=C1)C1=NOC(=N1)C (5-(Pyridin-3-yloxy)-2-pyridin-2-yl-6-(2-(5-methyl-[1,2,4]-oxadiazol-3-yl)-phenoxy)-1H-benzimidazole). As a reaction SMILES: [C:1]([O:4]C(=O)C)(=O)[CH3:2].[C:8]([C:10]1[CH:38]=[CH:37][CH:36]=[CH:35][C:11]=1[O:12][C:13]1[C:27]([O:28][C:29]2[CH:30]=[N:31][CH:32]=[CH:33][CH:34]=2)=[CH:26][C:16]2[NH:17][C:18]([C:20]3[CH:25]=[CH:24][CH:23]=[CH:22][N:21]=3)=[N:19][C:15]=2[CH:14]=1)#[N:9].[N:39]1C=CC=CC=1>>[N:31]1[CH:32]=[CH:33][CH:34]=[C:29]([O:28][C:27]2[C:13]([O:12][C:11]3[CH:35]=[CH:36][CH:37]=[CH:38][C:10]=3[C:8]3[N:39]=[C:1]([CH3:2])[O:4][N:9]=3)=[CH:14][C:15]3[NH:19][C:18]([C:20]4[CH:25]=[CH:24][CH:23]=[CH:22][N:21]=4)=[N:17][C:16]=3[CH:26]=2)[CH:30]=1. Procedure: 0.3 ml of acetic anhydride was added to a pyridine (0.5 ml) solution of 20 mg of 5-(2-(N-hydroxycarbaminidoyl)-phenoxy)-2-pyridin-2-yl-6-(pyridin-3-yloxy)-1H-benzimidazole obtained in the same manner as in Example 61 but using 5-(2-cyano-phenoxy)-2-pyridin-2-yl-6-(pyridin-3-yloxy)-1H-benzimidazole obtained in Example 5, and the reaction liquid was stirred overnight at 60° C. The solvent was evaporated away under reduced pressure, and this was purified through partitioning thin-layer chromatograp...